Dataset: the Open Reaction Database (ORD), a public repository of structured organic reaction records. Task: describe an organic reaction: reactants, conditions, products, and yield Reactants: C(C1=CC=CC=C1)(=O)Cl (benzoyl chloride), [OH-].[Na+] (sodium hydroxide), Cl.C(C)(C)(C)NN (t-butylhydrazine hydrochloride), aqueous solution, [OH-].[Na+] (sodium hydroxide). Run in C1(=CC=CC=C1)C (toluene), C1(=CC=CC=C1)C (toluene). Reaction conditions: temperature 5 celsius, time 15 minute. The product is C(C)(C)(C)N(N)C(C1=CC=CC=C1)=O (N'-t-butyl-N'-benzoylhydrazine). As a reaction SMILES: Cl.[C:2]([NH:6][NH2:7])([CH3:5])([CH3:4])[CH3:3].[OH-].[Na+].[C:10](Cl)(=[O:17])[C:11]1[CH:16]=[CH:15][CH:14]=[CH:13][CH:12]=1>C1(C)C=CC=CC=1>[C:2]([N:6]([C:10](=[O:17])[C:11]1[CH:16]=[CH:15][CH:14]=[CH:13][CH:12]=1)[NH2:7])([CH3:5])([CH3:4])[CH3:3] |f:0.1,2.3|. Procedure: To a stirred suspension of t-butylhydrazine hydrochloride (1 g, 0.008M) in toluene (30 ml) at room temperature was added dropwise a 50% aqueous solution of sodium hydroxide (0.64 g, 0.008M). After 15 minutes, the reaction mixture was cooled to 5° C. and a solution of benzoyl chloride (1.12 g, 0.008M) in toluene (5 ml) and a solution of aqueous 50% sodium hydroxide (0.64 g, 0.008M) were added dropwise simultaneously from separate addition funnels while maintaining the temperature at or below 10° ... Starting materials: IC=1C=C(C(=O)Cl)C=CC1C (3-iodo-4-methylbenzoyl chloride), NC=1C=C(C=CC1F)C(F)(F)F (3-amino-4-fluorobenzotrifluoride), C(C)(C)N(CC)C(C)C (diisopropylethylamine). Run in ClCCl (dichloromethane), ClCCl (dichloromethane). Reaction conditions: temperature 0 celsius. The product is FC1=C(C=C(C=C1)C(F)(F)F)NC(C1=CC(=C(C=C1)C)I)=O (N-(2-fluoro-5-(trifluoromethyl)phenyl)-3-iodo-4-methylbenzamide). Reaction SMILES: [I:1][C:2]1[CH:3]=[C:4]([CH:8]=[CH:9][C:10]=1[CH3:11])[C:5](Cl)=[O:6].[NH2:12][C:13]1[CH:14]=[C:15]([C:20]([F:23])([F:22])[F:21])[CH:16]=[CH:17][C:18]=1[F:19].C(N(C(C)C)CC)(C)C>ClCCl>[F:19][C:18]1[CH:17]=[CH:16][C:15]([C:20]([F:22])([F:23])[F:21])=[CH:14][C:13]=1[NH:12][C:5](=[O:6])[C:4]1[CH:8]=[CH:9][C:10]([CH3:11])=[C:2]([I:1])[CH:3]=1. Procedure details: A solution of 3-iodo-4-methylbenzoic acid (10.0 g, 38.2 mmol) in thionyl chloride (30.0 mL) was heated at reflux for 3 hours. The resulting yellow solution was cooled to room temperature and concentrated under reduced pressure to afford 3-iodo-4-methylbenzoyl chloride. A solution of 3-iodo-4-methylbenzoyl chloride (1 g, 4 mmol) in dichloromethane (10 mL) was added slowly to a 0° C. solution of 3-amino-4-fluorobenzotrifluoride (0.7 ml, 4 mmol) and diisopropylethylamine (0.9 ml, 5 mmol) in dichlor... Reactants: CC1(N2CCC(N3C(=O)NC4CCCCC43)CC2)CCNC1, CC#CCOC(=O)Cl. Product: CC#CCOC(=O)N1CCC(C)(N2CCC(N3C(=O)NC4CCCCC43)CC2)C1. As a reaction SMILES: [CH3:1][C:2]1([N:7]2[CH2:8][CH2:9][CH:10]([N:13]3[C:14](=[O:22])[NH:15][CH:16]4[CH:17]3[CH2:18][CH2:19][CH2:20][CH2:21]4)[CH2:11][CH2:12]2)[CH2:3][NH:4][CH2:5][CH2:6]1.[Cl:23][C:24](=[O:25])[O:26][CH2:27][C:28]#[C:29][CH3:30]>>[CH3:1][C:2]1([N:7]2[CH2:8][CH2:9][CH:10]([N:13]3[C:14](=[O:22])[NH:15][CH:16]4[CH:17]3[CH2:18][CH2:19][CH2:20][CH2:21]4)[CH2:11][CH2:12]2)[CH2:3][N:4]([C:24](=[O:25])[O:26][CH2:27][C:28]#[C:29][CH3:30])[CH2:5][CH2:6]1. The reactants are CCOC(=O)CC(C)CCCC(C)C, CO, [Na+], [OH-]. The product is CC(C)CCCC(C)CC(=O)O. As a reaction SMILES: [CH2:1]([CH3:2])[O:3][C:4]([CH2:5][CH:6]([CH2:7][CH2:8][CH2:9][CH:10]([CH3:11])[CH3:12])[CH3:13])=[O:14].[CH3:15][OH:16].[Na+:18].[OH-:17]>>[O:3]=[C:4]([CH2:5][CH:6]([CH2:7][CH2:8][CH2:9][CH:10]([CH3:11])[CH3:12])[CH3:13])[OH:14]. Reactants: [Al] (aluminum), C1(=CC=CC=C1)C(C1=CC=CC=C1)OC(=O)C1C(S([C@H]2N1C(C2(Br)Br)=O)=O)(C)C (6,6-dibromo-2,2-dimethylpenam-3-carboxylic acid 1-oxide diphenylmethyl ester), C1(=CC=CC=C1)C(C1=CC=CC=C1)OC(=O)C1C(S([C@H]2N1C(C2(Br)Br)=O)=O)(C)C (6,6-dibromo-2,2-dimethylpenam-3-carboxylic acid 1-oxide diphenylmethyl ester), C1(=CC=CC=C1)C(C1=CC=CC=C1)OC(=O)C1C(S([C@H]2N1C(C2(Br)Br)=O)=O)(C)C (6,6-dibromo-2,2-dimethylpenam-3-carboxylic acid 1-oxide diphenylmethyl ester), metal, [Bi] (bismuth), aqueous solution, [Cl-].[Na+] (sodium chloride). Run in CO (methanol), ClCCl (dichloromethane). Reaction conditions: temperature 22.5 celsius, time 23.5 hour. Product: C1(=CC=CC=C1)C(C1=CC=CC=C1)OC(=O)C1C(S([C@H]2N1C(C2)=O)=O)(C)C (2,2-dimethylpenam-3-carboxylic acid 1-oxide diphenylmethyl ester). As a reaction SMILES: [C:1]1([CH:7]([O:14][C:15]([CH:17]2[N:21]3[C:22](=[O:26])[C:23](Br)(Br)[C@H:20]3[S:19](=[O:27])[C:18]2([CH3:29])[CH3:28])=[O:16])[C:8]2[CH:13]=[CH:12][CH:11]=[CH:10][CH:9]=2)[CH:6]=[CH:5][CH:4]=[CH:3][CH:2]=1.[Bi].[Cl-].[Na+].[Al]>ClCCl.CO>[C:1]1([CH:7]([O:14][C:15]([CH:17]2[N:21]3[C:22](=[O:26])[CH2:23][C@H:20]3[S:19](=[O:27])[C:18]2([CH3:29])[CH3:28])=[O:16])[C:8]2[CH:9]=[CH:10][CH:11]=[CH:12][CH:13]=2)[CH:2]=[CH:3][CH:4]=[CH:5][CH:6]=1 |f:2.3|. Procedure details: A 86.6 g quantity of 6,6-dibromo-2,2-dimethylpenam-3-carboxylic acid 1-oxide diphenylmethyl ester (Compound 1) [compound of the formula (1) wherein X═Y═Br, R=diphenylmethyl, n=1] was dissolved in 300 mL of dichloromethane. To the solution was added 36 mL of methanol with stirring and then added a suspension of 1.05 g of metal bismuth in 112 mL of 20% aqueous solution of sodium chloride. While maintaining at 20 to 25° C., to the mixture was added 10 g of aluminum powder, each 1 g, at intervals of... The reactants are [N+](=O)([O-])C=1C=C(C=CC1)C(C1=CC=CC=C1)NC(C)C1=CC(=CC(=C1)F)F ([(3-nitrophenyl)phenylmethyl]-[1-(3,5-difluorophenyl)ethyl]amine), [BH4-].[Na+] (sodium borohydride). The reagents and catalysts are O.O.O.O.O.O.[Ni](Cl)Cl (nickel chloride hexahydrate). Solvent: CO (methanol). Yields the product C1(=CC=CC=C1)C(C=1C=C(C=CC1)N)NC(C)C1=CC(=CC(=C1)F)F (3-{Phenyl-[1-(3,5-difluorophenyl)ethylamino]methyl}phenylamine). The yield is 89.4%. Reaction SMILES: [N+:1]([C:4]1[CH:5]=[C:6]([CH:10]([NH:17][CH:18]([C:20]2[CH:25]=[C:24]([F:26])[CH:23]=[C:22]([F:27])[CH:21]=2)[CH3:19])[C:11]2[CH:16]=[CH:15][CH:14]=[CH:13][CH:12]=2)[CH:7]=[CH:8][CH:9]=1)([O-])=O.[BH4-].[Na+]>CO.O.O.O.O.O.O.[Ni](Cl)Cl>[C:11]1([CH:10]([NH:17][CH:18]([C:20]2[CH:21]=[C:22]([F:27])[CH:23]=[C:24]([F:26])[CH:25]=2)[CH3:19])[C:6]2[CH:5]=[C:4]([NH2:1])[CH:9]=[CH:8][CH:7]=2)[CH:16]=[CH:15][CH:14]=[CH:13][CH:12]=1 |f:1.2,4.5.6.7.8.9.10|. Procedure: In a similar manner to that described in Example (1b), a solution of isomer A of [(3-nitrophenyl)phenylmethyl]-[1-(3,5-difluorophenyl)ethyl]amine (900 mg) [prepared as described in step (a) above] in methanol (20 ml), nickel chloride hexahydrate (1.14 g) and sodium borohydride (363 mg) were reacted, to afford isomer A of the title compound (739 mg) as a pale yellow oil. Yields the product CCCc1c(Cc2ccc(-c3ccccc3C#N)cc2)c(=O)n(C2CCC(O)CC2)c2ncnn12. Starting materials: [BH4-], CO, [Na+], CCCc1c(Cc2ccc(-c3ccccc3C#N)cc2)c(=O)n(C2CCC(=O)CC2)c2ncnn12, C1CCOC1. Reaction SMILES: [BH4-:38].[CH3:36][OH:37].[Na+:39].[O:1]=[c:2]1[n:3]([CH:29]2[CH2:30][CH2:31][C:32](=[O:35])[CH2:33][CH2:34]2)[c:4]2[n:5]([c:6]([CH2:23][CH2:24][CH3:25])[c:7]1[CH2:8][c:9]1[cH:10][cH:11][c:12](-[c:15]3[c:16]([C:21]#[N:22])[cH:17][cH:18][cH:19][cH:20]3)[cH:13][cH:14]1)[n:26][cH:27][n:28]2.[O:40]1[CH2:41][CH2:42][CH2:43][CH2:44]1>>[O:1]=[c:2]1[n:3]([CH:29]2[CH2:30][CH2:31][CH:32]([OH:35])[CH2:33][CH2:34]2)[c:4]2[n:5]([c:6]([CH2:23][CH2:24][CH3:25])[c:7]1[CH2:8][c:9]1[cH:10][cH:11][c:12](-[c:15]3[c:16]([C:21]#[N:22])[cH:17][cH:18][cH:19][cH:20]3)[cH:13][cH:14]1)[n:26][cH:27][n:28]2. The reactants are BrC1=CC(=C(C(=C1)Cl)S(=O)(=O)N(C)CC1=CC(=CO1)C(=O)O)Cl (5-({[(4-bromo-2,6-dichlorophenyl)sulfonyl](methyl)amino}methyl)furan-3-carboxylic acid), CCN=C=NCCCN(C)C (EDCI), C1=CC2=C(N=C1)N(N=N2)O (HOAt), N1C(=NCC1)C1=CC=C(C=C1)CNC (1-[4-(4,5-dihydro-1H-imidazol-2-yl)phenyl]-N-methylmethanamine), Cl (HCl), CCN(C(C)C)C(C)C (DIPEA). Run in CN(C)C=O (DMF), CN(C)C=O (DMF). Conditions: temperature 60 celsius, time 48 hour. Yields the product BrC1=CC(=C(C(=C1)Cl)S(=O)(=O)N(C)CC1=CC(=CO1)C(=O)N(C)CC1=CC=C(C=C1)C=1NCCN1)Cl (5-({[(4-bromo-2,6-dichlorophenyl)sulfonyl](methyl)amino}methyl)-N-[4-(4,5-dihydro-1H-imidazol-2-yl)benzyl]-N-methylfuran-3-carboxamide). RXN SMILES: [Br:1][C:2]1[CH:7]=[C:6]([Cl:8])[C:5]([S:9]([N:12]([CH2:14][C:15]2[O:19][CH:18]=[C:17]([C:20]([OH:22])=O)[CH:16]=2)[CH3:13])(=[O:11])=[O:10])=[C:4]([Cl:23])[CH:3]=1.CCN=C=NCCCN(C)C.C1C=NC2N(O)N=NC=2C=1.[NH:45]1[CH2:49][CH2:48][N:47]=[C:46]1[C:50]1[CH:55]=[CH:54][C:53]([CH2:56][NH:57][CH3:58])=[CH:52][CH:51]=1.Cl.CCN(C(C)C)C(C)C>CN(C=O)C>[Br:1][C:2]1[CH:7]=[C:6]([Cl:8])[C:5]([S:9]([N:12]([CH2:14][C:15]2[O:19][CH:18]=[C:17]([C:20]([N:57]([CH2:56][C:53]3[CH:54]=[CH:55][C:50]([C:46]4[NH:47][CH2:48][CH2:49][N:45]=4)=[CH:51][CH:52]=3)[CH3:58])=[O:22])[CH:16]=2)[CH3:13])(=[O:10])=[O:11])=[C:4]([Cl:23])[CH:3]=1. Procedure details: To a stirred solution of 5-({[(4-bromo-2,6-dichlorophenyl)sulfonyl](methyl)amino}methyl)furan-3-carboxylic acid (60 mg, 0.14 mmol), EDCI (33 mg, 0.17 mmol) and HOAt (23 mg, 0.17 mmol) in DMF (0.5 mL) was added a solution of 1-[4-(4,5-dihydro-1H-imidazol-2-yl)phenyl]-N-methylmethanamine.HCl (28 mg, 0.13 mmol) and DIPEA (0.025 mL, 0.14 mmol) in DMF (0.5 mL). The reaction was heated to 60° C. for 5 h, then concentrated and diluted with DCM. The solution was washed with saturated aqueous NH4Cl(2×2 m...